This data is from the Open Reaction Database (ORD), a public repository of structured organic reaction records. The task is: describe an organic reaction: reactants, conditions, products, and yield The reactants are C(C(=O)O)(=O)O (oxalic acid), tan foam, ClCCOC=1C=2C=CNC2C=CC1 (1-chloro-2-(1H-indole-4-oxy)ethane), ClC1=CC=C2C(=CNC2=C1)C=1CCNCC1 (6-chloro-3-(1,2,3,6-tetrahydropyridin-4-yl)-1H-indole), C([O-])([O-])=O.[K+].[K+] (potassium carbonate). Run in C(C)OCC (diethyl ether), CN(C=O)C (dimethylformamide). The product is C(C(=O)O)(=O)O.ClC1=CC=C2C(=CNC2=C1)C=1CCN(CC1)CCOC1=C2C=CNC2=CC=C1 (2-[4-(6-chloro-3-indolyl)-1,2,3,6-tetrahydropyridin-1-yl]-1-(4-indolyloxy)ethane ethanedioate), oxalate salt. RXN SMILES: Cl[CH2:2][CH2:3][O:4][C:5]1[C:6]2[CH:7]=[CH:8][NH:9][C:10]=2[CH:11]=[CH:12][CH:13]=1.[Cl:14][C:15]1[CH:23]=[C:22]2[C:18]([C:19]([C:24]3[CH2:25][CH2:26][NH:27][CH2:28][CH:29]=3)=[CH:20][NH:21]2)=[CH:17][CH:16]=1.C(=O)([O-])[O-].[K+].[K+].[C:36]([OH:41])(=[O:40])[C:37]([OH:39])=[O:38]>CN(C)C=O.C(OCC)C>[C:36]([OH:41])(=[O:40])[C:37]([OH:39])=[O:38].[Cl:14][C:15]1[CH:23]=[C:22]2[C:18]([C:19]([C:24]3[CH2:25][CH2:26][N:27]([CH2:2][CH2:3][O:4][C:5]4[CH:13]=[CH:12][CH:11]=[C:10]5[C:6]=4[CH:7]=[CH:8][NH:9]5)[CH2:28][CH:29]=3)=[CH:20][NH:21]2)=[CH:17][CH:16]=1 |f:2.3.4,8.9|. Procedure details: The title compound was prepared in a fashion similar to that described in Example 99 using 1-chloro-2-(1H-indole-4-oxy)ethane (0.359 g, 1.85 mmol) and 6-chloro-3-(1,2,3,6-tetrahydropyridin-4-yl)-1H-indole (0.500 g, 2.13 mmol) in the presence of 2.0 equivalents of potassium carbonate (0.51 g, 3.7 mmol) in dimethylformamide at 90° C. Yield 0.101 g (14%) of a tan foam. The oxalate salt was prepared by treating the free base with 1.0 equivalent of oxalic acid in diethyl ether and evaporating. mp 120... Starting materials: CN(CC)C (N,N-dimethyl-N-ethylamine), BrBr (bromine), BrCCC (1-bromopropane), CN(CC)C (N,N-dimethyl-N-ethylamine). Run in O (water). Run at temperature 50 celsius, time 8.5 hour. Product: [Br-].[Br-].[Br-].C[N+](CCC)(CC)C.C[N+](C)(CC)CCC.C[N+](C)(CC)CCC (N,N-dimethyl-N-ethyl-N-propylammonium tribromide). Reaction SMILES: [CH3:1][N:2]([CH3:5])[CH2:3][CH3:4].[Br:6][CH2:7][CH2:8][CH3:9].[Br:10]Br>O>[Br-:6].[Br-:10].[Br-:6].[CH3:1][N+:2]([CH3:5])([CH2:3][CH3:4])[CH2:7][CH2:8][CH3:9].[CH3:1][N+:2]([CH2:7][CH2:8][CH3:9])([CH2:3][CH3:4])[CH3:5].[CH3:1][N+:2]([CH2:7][CH2:8][CH3:9])([CH2:3][CH3:4])[CH3:5] |f:4.5.6.7.8.9|. Procedure: Into a 3-liter flask fitted with a condenser, a 250-ml addition funnel, a thermometer, and a mechanical stirrer were placed N,N-dimethyl-N-ethylamine (256.0 grams, 3.50 moles) and 1000 ml of water. To the stirred solution was added 1-bromopropane (430.5 grams, 3.50 mole) and the two-phase mixture heated to 50° C. with vigorous agitation. After 8.5 hours the 1H--NMR nuclear magnetic resonance spectrum of the upper layer indicated that the N,N-dimethyl-N-ethylamine had been completely consumed. Th... Starting materials: CCO, CC(=O)O, CCOC(C)=O, Cc1ccc(NC(=O)c2cc(F)cc(C(F)(F)F)c2)cc1-c1cccc([N+](=O)[O-])c1, [Fe]. Yields the product Cc1ccc(NC(=O)c2cc(F)cc(C(F)(F)F)c2)cc1-c1cccc(N)c1. Reaction SMILES: [CH3:31][CH2:32][OH:33].[CH3:34][C:35](=[O:36])[OH:37].[CH3:39][CH2:40][O:41][C:42]([CH3:43])=[O:44].[F:1][c:2]1[cH:3][c:4]([C:5](=[O:6])[NH:7][c:8]2[cH:9][c:10](-[c:15]3[cH:16][c:17]([N+:21]([O-:22])=[O:23])[cH:18][cH:19][cH:20]3)[c:11]([CH3:14])[cH:12][cH:13]2)[cH:24][c:25]([C:27]([F:28])([F:29])[F:30])[cH:26]1.[Fe:38]>>[F:1][c:2]1[cH:3][c:4]([C:5](=[O:6])[NH:7][c:8]2[cH:9][c:10](-[c:15]3[cH:16][c:17]([NH2:21])[cH:18][cH:19][cH:20]3)[c:11]([CH3:14])[cH:12][cH:13]2)[cH:24][c:25]([C:27]([F:28])([F:29])[F:30])[cH:26]1. Reactants: ( 2 ), C(C)(=O)NC=1SC=C(N1)COC(C)=O (2-acetylamino-4-acetoxymethylthiazole), C([O-])([O-])=O.[K+].[K+] (potassium carbonate), CO (methanol). Run in O (water). Run at time 20 minute. Product: C(C)(=O)NC=1SC=C(N1)CO (2-acetylamino-4-hydroxymethylthiazole). The yield is 71.0%. Reaction SMILES: [C:1]([NH:4][C:5]1[S:6][CH:7]=[C:8]([CH2:10][O:11]C(=O)C)[N:9]=1)(=[O:3])[CH3:2].C(=O)([O-])[O-].[K+].[K+].CO>O>[C:1]([NH:4][C:5]1[S:6][CH:7]=[C:8]([CH2:10][OH:11])[N:9]=1)(=[O:3])[CH3:2] |f:1.2.3|. Reported procedure: Mass (m/e): 214 (M30) . (2) A mixture of 2-acetylamino-4-acetoxymethylthiazole (72 g), potassium carbonate (23.2 g), methanol (1.1 l) and water (0.1 l) was stirred for 3 hours and 20 minutes at ambient temperature. An insoluble material was filtered off and the filtrate was neutralized with 2N hydrochloric acid and evaporated. To the residue was added a mixture of chloroform and methanol (100 ml, 1:1 V/V) and the mixture was heated. An insoluble material was filtered off and the filtrate was con...